This data is from the Open Reaction Database (ORD), a public repository of structured organic reaction records. The task is: describe an organic reaction: reactants, conditions, products, and yield The reactants are CCCCCC(C=CC1CCC(=O)N1CC(=O)CCCCC(=O)O)OC(C)=O, O=C([O-])[O-], CO, [Cl-], Cl, [K+], [K+], [Na+]. The product is CCCCCC(O)C=CC1CCC(=O)N1CC(=O)CCCCC(=O)O. As a reaction SMILES: [C:1](=[O:2])([CH3:3])[O:4][CH:5]([CH:6]=[CH:7][CH:8]1[N:9]([CH2:14][C:15]([CH2:16][CH2:17][CH2:18][CH2:19][C:20](=[O:21])[OH:22])=[O:23])[C:10](=[O:13])[CH2:11][CH2:12]1)[CH2:24][CH2:25][CH2:26][CH2:27][CH3:28].[C:29](=[O:30])([O-:31])[O-:32].[CH3:36][OH:37].[Cl-:39].[ClH:35].[K+:33].[K+:34].[Na+:38]>>[OH:4][CH:5]([CH:6]=[CH:7][CH:8]1[N:9]([CH2:14][C:15]([CH2:16][CH2:17][CH2:18][CH2:19][C:20](=[O:21])[OH:22])=[O:23])[C:10](=[O:13])[CH2:11][CH2:12]1)[CH2:24][CH2:25][CH2:26][CH2:27][CH3:28]. The reactants are [H-].[Na+] (Sodium hydride), C(C)S (ethane thiol), COC1=CC=CC=2C=C(OC21)C2COCC2 (7-methoxy-2-(tetrahydrofuran-3-yl)-benzofuran). The solvent is CN(C=O)C (N, N-dimethylformamide), CN(C=O)C (N,N-dimethylformamide). Reaction conditions: temperature 140 celsius. Product: O1CC(CC1)C=1OC2=C(C1)C=CC=C2O (2-(Tetrahydrofuran-3-yl)-benzofuran-7-ol). Yield: 79.1%. RXN SMILES: [H-].[Na+].C(S)C.C[O:7][C:8]1[C:16]2[O:15][C:14]([CH:17]3[CH2:21][CH2:20][O:19][CH2:18]3)=[CH:13][C:12]=2[CH:11]=[CH:10][CH:9]=1>CN(C)C=O>[O:19]1[CH2:20][CH2:21][CH:17]([C:14]2[O:15][C:16]3[C:8]([OH:7])=[CH:9][CH:10]=[CH:11][C:12]=3[CH:13]=2)[CH2:18]1 |f:0.1|. Procedure details: Sodium hydride (0. 19 g, 60% in mineral oil) was added to a stirred solution of ethane thiol (0.34 ml) in N, N-dimethylformamide (6 ml) at room temperature under a dry nitrogen atmosphere. After stirring for 15 minutes 7-methoxy-2-(tetrahydrofuran-3-yl)-benzofuran (0.5 g) in N,N-dimethylformamide (6 ml) was added and the reaction heated to 140° C. for 2 hours. After cooling to room temperature the solvent was removed in vacuo. The residue was partitioned between ethyl acetate (50 ml) and water (... Starting materials: CCCCn1ccnc1Sc1cncc(Cl)c1CCl, OCc1c(Cl)cncc1Oc1ccccn1, O=S(Cl)Cl. Product: ClCc1c(Cl)cncc1Oc1ccccn1. As a reaction SMILES: [CH2:21]([n:22]1[cH:23][cH:24][n:25][c:26]1[S:27][c:28]1[cH:29][n:30][cH:31][c:32]([Cl:33])[c:34]1[CH2:35][Cl:36])[CH2:37][CH2:38][CH3:39].[Cl:1][c:2]1[cH:3][n:4][cH:5][c:6]([O:10][c:11]2[n:12][cH:13][cH:14][cH:15][cH:16]2)[c:7]1[CH2:8][OH:9].[S:17]([Cl:18])([Cl:19])=[O:20]>>[Cl:1][c:2]1[cH:3][n:4][cH:5][c:6]([O:10][c:11]2[n:12][cH:13][cH:14][cH:15][cH:16]2)[c:7]1[CH2:8][Cl:19]. Reaction SMILES: [F:1][C:2]([F:7])([F:6])[C:3]([OH:5])=[O:4].[C:8]([C:11]1[CH:37]=[CH:36][C:14]([O:15][C:16]([C:18]2[O:22][C:21]([CH2:23][CH2:24][C:25]([NH:27][C@H:28]([C:33]([OH:35])=[O:34])CC(O)=O)=[O:26])=[CH:20][CH:19]=2)=[O:17])=[C:13](OC)[CH:12]=1)(=[NH:10])[NH2:9].F[C:41](F)(F)[C:42]([OH:44])=[O:43]>>[F:1][C:2]([F:7])([F:6])[C:3]([OH:5])=[O:4].[C:8]([C:11]1[CH:12]=[CH:13][C:14]([O:15][C:16]([C:18]2[O:22][C:21]([CH2:23][CH2:24][C:25]([N:27]([CH2:2][CH2:41][C:42]([OH:44])=[O:43])[CH2:28][C:33]([OH:35])=[O:34])=[O:26])=[CH:20][CH:19]=2)=[O:17])=[CH:36][CH:37]=1)(=[NH:10])[NH2:9] |f:0.1,3.4|. Reported procedure: To 5-(2-tert-butoxycarbonylethenyl)furan-2-carboxylic acid benzyl ester (0.15 g, 0.46 mmol) obtained in Example 41, step 2 was added trifluoroacetic acid (3 ml), and the mixture was stirred for 30 minutes. The solvent was evaporated under reduced pressure to give the title compound. Run at time 30 minute. Product: FC(C(=O)O)(F)F.C(N)(=N)C1=CC=C(OC(=O)C2=CC=C(O2)CCC(=O)N(CC(=O)O)CCC(=O)O)C=C1 (N-{3-[5-(4-amidinophenoxycarbonyl)-furan-2-yl]-propanoyl}-N-(2-carboxyethyl)-glycine trifluoroacetic acid salt). Starting materials: FC(C(=O)O)(F)F.C(N)(=N)C1=CC(=C(OC(=O)C2=CC=C(O2)CCC(=O)N[C@@H](CC(=O)O)C(=O)O)C=C1)OC (N-{3-[5-(4-amidino-2-methoxyphenoxycarbonyl)furan-2-yl]-propanoyl}-L-aspartic acid trifluoroacetic acid salt), FC(C(=O)O)(F)F (trifluoroacetic acid). Starting materials: CCOC(=O)c1sc(-c2cc(C)n(CCc3ccc(F)cc3)n2)nc1C, [Na+], C1CCOC1, [OH-], O. Yields the product Cc1nc(-c2cc(C)n(CCc3ccc(F)cc3)n2)sc1C(=O)O. Reaction SMILES: [CH2:1]([CH3:2])[O:3][C:4](=[O:5])[c:6]1[c:7]([CH3:26])[n:8][c:9](-[c:11]2[n:12][n:13]([CH2:17][CH2:18][c:19]3[cH:20][cH:21][c:22]([F:25])[cH:23][cH:24]3)[c:14]([CH3:16])[cH:15]2)[s:10]1.[Na+:28].[O:29]1[CH2:30][CH2:31][CH2:32][CH2:33]1.[OH-:27].[OH2:34]>>[O:3]=[C:4]([OH:5])[c:6]1[c:7]([CH3:26])[n:8][c:9](-[c:11]2[n:12][n:13]([CH2:17][CH2:18][c:19]3[cH:20][cH:21][c:22]([F:25])[cH:23][cH:24]3)[c:14]([CH3:16])[cH:15]2)[s:10]1. Starting materials: F[B-](F)(F)F, COc1nccc2c1ncn2-c1ccc(C(=O)O)cc1C(F)(F)F, CS(C)=O, CO, CCN(C(C)C)C(C)C, CC(N)c1nc2cc(Cl)ccc2[nH]1, Cl, ClCCl, CN(C)C(On1nnc2ccccc21)=[N+](C)C. Product: COc1nccc2c1ncn2-c1ccc(C(=O)NC(C)c2nc3cc(Cl)ccc3[nH]2)cc1C(F)(F)F. RXN SMILES: [B-:25]([F:26])([F:27])([F:28])[F:29].[CH3:1][O:2][c:3]1[n:4][cH:5][cH:6][c:7]2[c:8]1[n:9][cH:10][n:11]2-[c:12]1[c:13]([C:21]([F:22])([F:23])[F:24])[cH:14][c:15]([C:16](=[O:17])[OH:18])[cH:19][cH:20]1.[CH3:70][S:71]([CH3:72])=[O:73].[CH3:74][OH:75].[CH:47]([N:48]([CH:49]([CH3:50])[CH3:51])[CH2:52][CH3:53])([CH3:54])[CH3:55].[Cl:56][c:57]1[cH:58][c:59]2[c:60]([nH:61][c:62]([CH:64]([CH3:65])[NH2:66])[n:63]2)[cH:67][cH:68]1.[Cl:69].[Cl:76][CH2:77][Cl:78].[n:30]1([O:31][C:32]([N:33]([CH3:34])[CH3:35])=[N+:36]([CH3:37])[CH3:38])[c:39]2[cH:40][cH:41][cH:42][cH:43][c:44]2[n:45][n:46]1>>[CH3:1][O:2][c:3]1[n:4][cH:5][cH:6][c:7]2[c:8]1[n:9][cH:10][n:11]2-[c:12]1[c:13]([C:21]([F:22])([F:23])[F:24])[cH:14][c:15]([C:16](=[O:18])[NH:66][CH:64]([c:62]2[nH:61][c:60]3[c:59]([cH:58][c:57]([Cl:56])[cH:68][cH:67]3)[n:63]2)[CH3:65])[cH:19][cH:20]1. Starting materials: COC(=O)c1ccc(OC2CC(F)(F)C2)c([N+](=O)[O-])c1, CC(=O)O, [H][H]. Product: COC(=O)c1ccc(OC2CC(F)(F)C2)c(N)c1. Reaction SMILES: [CH3:1][O:2][C:3]([c:4]1[cH:5][c:6]([N+:17]([O-:18])=[O:19])[c:7]([O:10][CH:11]2[CH2:12][C:13]([F:15])([F:16])[CH2:14]2)[cH:8][cH:9]1)=[O:20].[CH3:23][C:24](=[O:25])[OH:26].[H:21][H:22]>>[CH3:1][O:2][C:3]([c:4]1[cH:5][c:6]([NH2:17])[c:7]([O:10][CH:11]2[CH2:12][C:13]([F:15])([F:16])[CH2:14]2)[cH:8][cH:9]1)=[O:20]. Procedure details: 5-acetyl-2-methoxybenzyl pivalate (66.24 g, 251.7 mmol) was added to Bredereck's reagent (175.5 g, 1000.7 mmol) held under a nitrogen atmosphere. The resulting solution was heated at 54° C. for 240 minutes. Water (600 mL) was then added and the mixture allowed to stir for an hour. Methyl tert-butyl ether was then added (500 ml) and the mixture stirred and allowed to settle. The upper organic layer was separated off and retained. Further methyl-tert-butyl ether was then added (500 ml) and the mix... Starting materials: CCCC(C)C (iso-hexane), C(C(C)(C)C)(=O)OCC1=C(C=CC(=C1)C(C)=O)OC (5-acetyl-2-methoxybenzyl pivalate), CC(C)(C)OC(N(C)C)N(C)C (Bredereck's reagent), O (Water). Reaction SMILES: [C:1]([O:7][CH2:8][C:9]1[CH:14]=[C:13]([C:15](=[O:17])[CH3:16])[CH:12]=[CH:11][C:10]=1[O:18][CH3:19])(=[O:6])[C:2]([CH3:5])([CH3:4])[CH3:3].CC(O[CH:25](N(C)C)[N:26]([CH3:28])[CH3:27])(C)C.O.CCCC(C)C>C(OC)(C)(C)C>[C:1]([O:7][CH2:8][C:9]1[CH:14]=[C:13]([C:15](=[O:17])/[CH:16]=[CH:25]/[N:26]([CH3:28])[CH3:27])[CH:12]=[CH:11][C:10]=1[O:18][CH3:19])(=[O:6])[C:2]([CH3:4])([CH3:3])[CH3:5]. Product: C(C(C)(C)C)(=O)OCC1=C(C=CC(=C1)C(\C=C\N(C)C)=O)OC (5-[(2E)-3-(dimethylamino)prop-2-enoyl]-2-methoxybenzyl pivalate). The solvent is C(C)(C)(C)OC (Methyl tert-butyl ether). Reaction conditions: temperature 54 celsius. The yield is 79.6%. The reactants are [OH-].[Na+] (sodium hydroxide), FC=1C=CC2=C(C(N3[C@H](C=4N2C=NC4C(=O)OCC)CC3)=O)C1F (ethyl (S)-7,8-difluoro-9-oxo-12,12a-dihydro-9H,11H-azeto[2,1-c]imidazo[1,5-a][1,4]benzodiazepine-1-carboxylate). Run in C(C)O (ethanol), O (water). The product is FC=1C=CC2=C(C(N3[C@H](C=4N2C=NC4C(=O)O)CC3)=O)C1F ((S)-7,8-difluoro-9-oxo-12,12a-dihydro-9H,11H-azeto[2,1-c]imidazo[1,5-a][1,4]benzodiazepine-1-carboxylic acid). Isolated yield 89.3%. Reaction SMILES: [OH-].[Na+].[F:3][C:4]1[CH:5]=[CH:6][C:7]2[N:13]3[CH:14]=[N:15][C:16]([C:17]([O:19]CC)=[O:18])=[C:12]3[C@@H:11]3[CH2:22][CH2:23][N:10]3[C:9](=[O:24])[C:8]=2[C:25]=1[F:26]>C(O)C.O>[F:3][C:4]1[CH:5]=[CH:6][C:7]2[N:13]3[CH:14]=[N:15][C:16]([C:17]([OH:19])=[O:18])=[C:12]3[C@@H:11]3[CH2:22][CH2:23][N:10]3[C:9](=[O:24])[C:8]=2[C:25]=1[F:26] |f:0.1|. Procedure details: 8.6 ml (34.3 mmol) of 4N sodium hydroxide solution were added dropwise to a suspension of 8.8 g (26.4 mmol) of ethyl (S)-7,8-difluoro-9-oxo-12,12a-dihydro-9H,11H-azeto[2,1-c]imidazo[1,5-a][1,4]benzodiazepine-1-carboxylate in 20 ml of ethanol and 30 ml of water and the mixture was heated at reflux for 30 minutes. Subsequently, the ethanol was distilled off. The aqueous phase was washed twice with methylene chloride and adjusted to pH=3 with 4N hydrochloric acid. Extraction with methylene chloride...